describe an organic reaction: reactants, conditions, products, and yield From a dataset of the Open Reaction Database (ORD), a public repository of structured organic reaction records. Reactants: NC1=CC=C(C=N1)C1=CC=C(C=C1)C=1N(C(C=2N=CN(C2N1)C=1C=C(C#N)C=CC1)=O)C1=CC=C(C=C1)Cl (3-[2-[4-(6-amino-pyridin-3-yl)-phenyl]-1-(4-chloro-phenyl)-6-oxo-1,6-dihydro-purin-9-yl]-benzonitrile), Cl (hydrogen chloride), C([O-])([O-])=O.[NH4+].[NH4+] (ammonium carbonate). The solvent is CO (methanol). Product: NC1=CC=C(C=N1)C1=CC=C(C=C1)C=1N(C(C=2N=CN(C2N1)C=1C=C(C(=N)N)C=CC1)=O)C1=CC=C(C=C1)Cl (3-[2-[4-(6-amino-pyridin-3-yl)-phenyl]-1-(4-chloro-phenyl)-6-oxo-1,6-dihydro-purin-9-yl]-benzamidine). As a reaction SMILES: [NH2:1][C:2]1[N:7]=[CH:6][C:5]([C:8]2[CH:13]=[CH:12][C:11]([C:14]3[N:15]([C:32]4[CH:37]=[CH:36][C:35]([Cl:38])=[CH:34][CH:33]=4)[C:16](=[O:31])[C:17]4[N:18]=[CH:19][N:20]([C:23]5[CH:24]=[C:25]([CH:28]=[CH:29][CH:30]=5)[C:26]#[N:27])[C:21]=4[N:22]=3)=[CH:10][CH:9]=2)=[CH:4][CH:3]=1.Cl.C(=O)([O-])[O-].[NH4+:44].[NH4+]>CO>[NH2:1][C:2]1[N:7]=[CH:6][C:5]([C:8]2[CH:9]=[CH:10][C:11]([C:14]3[N:15]([C:32]4[CH:33]=[CH:34][C:35]([Cl:38])=[CH:36][CH:37]=4)[C:16](=[O:31])[C:17]4[N:18]=[CH:19][N:20]([C:23]5[CH:24]=[C:25]([CH:28]=[CH:29][CH:30]=5)[C:26]([NH2:44])=[NH:27])[C:21]=4[N:22]=3)=[CH:12][CH:13]=2)=[CH:4][CH:3]=1 |f:2.3.4|. Procedure: To 3-[6-[4-(6-amino-pyridin-3-yl)-phenyl]-5-(4-chloro-phenyl)-4-oxo-4,5-dihydro-pyrazolo[3,4-d]pyrimidin-1-yl]-benzonitrile (prepared as described in example 44, 0.30 g, 0.58 mmol), methanol saturated with hydrogen chloride gas (15 mL) is added at 0° C. with stirring. The reaction mixture is allowed to reach rt and stirred there for 12 h. The reaction mixture is then concentrated to a dry residue. It is taken in dry methanol (15 mL) and ammonium carbonate (0.540 g, 3.48 mmol) is added. After sti... Starting materials: BrBr (bromine), N1=CN=C(C=C1)C=1C=CC(NC1)=O (5-(4-pyrimidyl)-2(1H)-pyridone), CCOCC (ether). Solvent: C(C)(=O)O (acetic acid). Reaction conditions: time 1 hour. Product: BrC=1C(NC=C(C1)C1=NC=NC=C1)=O (3-bromo-5-(4-pyrimidyl)-2 (1H)-pyridone). RXN SMILES: [Br:1]Br.[N:3]1[CH:8]=[CH:7][C:6]([C:9]2[CH:10]=[CH:11][C:12](=[O:15])[NH:13][CH:14]=2)=[N:5][CH:4]=1.CCOCC>C(O)(=O)C>[Br:1][C:11]1[C:12](=[O:15])[NH:13][CH:14]=[C:9]([C:6]2[CH:7]=[CH:8][N:3]=[CH:4][N:5]=2)[CH:10]=1. Procedure: 4.7 g of bromine are added over a period of one minute to a solution of 4.5 g of 5-(4-pyrimidyl)-2(1H)-pyridone in 60 ml glacial acetic acid. The mixture is allowed to cool, stirred at RT for 1 hour and then poured into 100 ml of anhydrous ether and stirred for 30 minutes. The slurry is filtered and the filtered solid washed with ether and dried. The solid is suspended in 100 ml of H2O and the pH adjusted to about 6 with anhydrous K2CO3. The mixture is stirred for 15 minutes, filtered, the solid... The reactants are CON(C)C(=O)C(Cc1ccccc1F)NC(=O)OC(C)(C)C, Cc1ccc(Cl)cc1C(=O)NC(C)(C)C. Yields the product CC(C)(C)NC(=O)c1cc(Cl)ccc1CC(=O)C(Cc1ccccc1F)NC(=O)OC(C)(C)C. RXN SMILES: [C:1]([CH3:2])([CH3:3])([CH3:4])[O:5][C:6]([NH:7][CH:8]([CH2:9][c:10]1[c:11]([F:16])[cH:12][cH:13][cH:14][cH:15]1)[C:17]([N:18]([O:19][CH3:20])[CH3:21])=[O:22])=[O:23].[C:24]([CH3:25])([CH3:26])([CH3:27])[NH:28][C:29]([c:30]1[c:31]([CH3:37])[cH:32][cH:33][c:34]([Cl:36])[cH:35]1)=[O:38]>>[C:1]([CH3:2])([CH3:3])([CH3:4])[O:5][C:6]([NH:7][CH:8]([CH2:9][c:10]1[c:11]([F:16])[cH:12][cH:13][cH:14][cH:15]1)[C:17](=[O:22])[CH2:37][c:31]1[c:30]([C:29]([NH:28][C:24]([CH3:25])([CH3:26])[CH3:27])=[O:38])[cH:35][c:34]([Cl:36])[cH:33][cH:32]1)=[O:23].